This data is from the Open Reaction Database (ORD), a public repository of structured organic reaction records. The task is: describe an organic reaction: reactants, conditions, products, and yield The reactants are C(C)(C)(C)OC(=O)N1C(CCCC1)CC(=O)O ((RS)-2-carboxymethyl-piperidine-1-carboxylic acid tert butyl ester), BrCC(=O)C1=CC=C(C=C1)F (2-bromo-4′-fluoroacetophenone). Product: C(C)(C)(C)OC(=O)N1C(CCCC1)CC(=O)OCC(=O)C1=CC=C(C=C1)F ((RS)-2-[2-(4-Fluoro-phenyl)-2-oxo-ethoxycarbonylmethyl]-piperidine-1-carboxylic tert butyl ester). The yield is 96.9%. RXN SMILES: [C:1]([O:5][C:6]([N:8]1[CH2:13][CH2:12][CH2:11][CH2:10][CH:9]1[CH2:14][C:15]([OH:17])=[O:16])=[O:7])([CH3:4])([CH3:3])[CH3:2].Br[CH2:19][C:20]([C:22]1[CH:27]=[CH:26][C:25]([F:28])=[CH:24][CH:23]=1)=[O:21]>>[C:1]([O:5][C:6]([N:8]1[CH2:13][CH2:12][CH2:11][CH2:10][CH:9]1[CH2:14][C:15]([O:17][CH2:19][C:20]([C:22]1[CH:27]=[CH:26][C:25]([F:28])=[CH:24][CH:23]=1)=[O:21])=[O:16])=[O:7])([CH3:4])([CH3:2])[CH3:3]. Procedure details: The title compound (3.83 g) was prepared from (RS)-2-carboxymethyl-piperidine-1-carboxylic acid tert butyl ester (2.54 g) and 2-bromo-4′-fluoroacetophenone (2.26 g) according to the method of description 36. Reactants: N1=C(C=NC=C1)C(=O)N (Pyrazinamide), C1=CN=CC=C1C(=O)NN (isoniazid), CC1=C(C2=C3C4=C1O[C@@](C4=O)(O/C=C/[C@@H]([C@H]([C@H]([C@@H]([C@@H]([C@@H]([C@H]([C@H](/C=C/C=C(\C(=O)NC(=C2O)C(=C3O)/C=N/N5CCN(CC5)C)/C)C)O)C)O)C)OC(=O)C)C)OC)C)O (rifampicin), CC[C@@H](CO)NCCN[C@@H](CC)CO (ethambutol), C[C@H]1[C@@]([C@H]([C@@H](O1)O[C@@H]2[C@H]([C@@H]([C@H]([C@@H]([C@H]2O)O)NC(=N)N)O)NC(=N)N)O[C@H]3[C@H]([C@@H]([C@H]([C@@H](O3)CO)O)O)NC)(C=O)O (streptomycin). Run in CO (methanol). Reaction conditions: temperature -80 celsius. The product is C1=CN=CC=C1C(=O)NN (isoniazid), C[C@H]1[C@@]([C@H]([C@@H](O1)O[C@@H]2[C@H]([C@@H]([C@H]([C@@H]([C@H]2O)O)NC(=N)N)O)NC(=N)N)O[C@H]3[C@H]([C@@H]([C@H]([C@@H](O3)CO)O)O)NC)(C=O)O (streptomycin), CC[C@@H](CO)NCCN[C@@H](CC)CO (ethambutol), CC(=CCC/C(=C/CNCCNC1C2CC3CC(C2)CC1C3)/C)C (SQ109). As a reaction SMILES: [CH:1]1[C:6]([C:7]([NH:9][NH2:10])=[O:8])=[CH:5][CH:4]=[N:3][CH:2]=1.CC1C2O[C@:19]3(C)OC=C[C@H](OC)[C@@H](C)[C@@H](OC(C)=O)[C@H](C)[C@H](O)[C@H](C)[C@@H](O)[C@@H](C)C=CC=[C:36](C)[C:37]([NH:39][C:40]4[C:43](/[CH:46]=N/N5CCN(C)CC5)=[C:44](O)[C:15]([C:16]=2[C:20]3=O)=[C:14]([C:41]=4O)C=1O)=O.[CH3:70][C@@H:71]1[O:75][C@@H:74]([O:76][C@H:77]2[C@H:82]([OH:83])[C@@H:81]([OH:84])[C@H:80]([NH:85][C:86]([NH2:88])=[NH:87])[C@@H:79]([OH:89])[C@@H:78]2[NH:90][C:91]([NH2:93])=[NH:92])[C@H:73]([O:94][C@@H:95]2[O:100][C@@H:99]([CH2:101][OH:102])[C@H:98]([OH:103])[C@@H:97]([OH:104])[C@@H:96]2[NH:105][CH3:106])[C@@:72]1([OH:109])[CH:107]=[O:108].[CH3:110][CH2:111][C@H:112]([NH:115][CH2:116][CH2:117][NH:118][C@H:119]([CH2:122][OH:123])[CH2:120][CH3:121])[CH2:113][OH:114].N1C=CN=CC=1C(N)=O>CO>[CH:1]1[C:6]([C:7]([NH:9][NH2:10])=[O:8])=[CH:5][CH:4]=[N:3][CH:2]=1.[CH3:70][C@@H:71]1[O:75][C@@H:74]([O:76][C@H:77]2[C@H:82]([OH:83])[C@@H:81]([OH:84])[C@H:80]([NH:85][C:86]([NH2:88])=[NH:87])[C@@H:79]([OH:89])[C@@H:78]2[NH:90][C:91]([NH2:93])=[NH:92])[C@H:73]([O:94][C@@H:95]2[O:100][C@@H:99]([CH2:101][OH:102])[C@H:98]([OH:103])[C@@H:97]([OH:104])[C@@H:96]2[NH:105][CH3:106])[C@@:72]1([OH:109])[CH:107]=[O:108].[CH3:121][CH2:120][C@H:119]([NH:118][CH2:117][CH2:116][NH:115][C@H:112]([CH2:113][OH:114])[CH2:111][CH3:110])[CH2:122][OH:123].[CH3:73][C:72]([CH3:107])=[CH:71][CH2:4][CH2:5]/[C:6](/[CH3:7])=[CH:1]/[CH2:2][NH:3][CH2:36][CH2:37][NH:39][CH:40]1[CH:41]2[CH2:14][CH:15]3[CH2:16][CH:20]([CH2:19]2)[CH2:46][CH:43]1[CH2:44]3. Procedure details: Antimicrobial drugs isoniazid, rifampicin, streptomycin, and ethambutol were purchased from Sigma-Aldrich. St. Louis, Mo. Stock solutions of isoniazid, streptomycin, and ethambutol were prepared in distilled and deionized water at 10 mg/mL, sterilized by filtration, and stored frozen at −80° C. Stock solutions of rifampicin, at 1 or 10 mg/mL, were prepared in methanol and stored at −80° C. Pyrazinamide was purchased as the drug reconstituting kit from Becton Dickinson, Cockeysville, Md., and a s...